Dataset: the Open Reaction Database (ORD), a public repository of structured organic reaction records. Task: describe an organic reaction: reactants, conditions, products, and yield RXN SMILES: [C:15](=[O:16])([O-:17])[O-:18].[CH3:1][O:2][C:3](=[O:4])[c:5]1[nH:6][c:7]2[cH:8][c:9]([OH:14])[cH:10][cH:11][c:12]2[cH:13]1.[Cl:21][c:22]1[s:23][c:24]2[c:25]([n:26]1)[cH:27][cH:28][cH:29][cH:30]2.[Cs+:19].[Cs+:20].[O:31]=[CH:32][N:33]([CH3:34])[CH3:35]>>[CH3:1][O:2][C:3](=[O:4])[c:5]1[nH:6][c:7]2[cH:8][c:9]([O:14][c:22]3[s:23][c:24]4[c:25]([n:26]3)[cH:27][cH:28][cH:29][cH:30]4)[cH:10][cH:11][c:12]2[cH:13]1. Product: COC(=O)c1cc2ccc(Oc3nc4ccccc4s3)cc2[nH]1. Starting materials: O=C([O-])[O-], COC(=O)c1cc2ccc(O)cc2[nH]1, Clc1nc2ccccc2s1, [Cs+], [Cs+], CN(C)C=O. Starting materials: COC1=CC=C(C(=O)O)C=C1 (4-methoxybenzoic acid), C(C)OC(CNC(CCCCCN)=O)=O (N-(6-aminohexanoyl)glycine ethyl ester). Yields the product C(C)OC(CNC(CCCCCNC(C1=CC=C(C=C1)OC)=O)=O)=O (N-[6-[(4-methoxybenzoyl)amino]hexanoyl]glycine ethyl ester), crude product. As a reaction SMILES: [CH3:1][O:2][C:3]1[CH:11]=[CH:10][C:6]([C:7]([OH:9])=O)=[CH:5][CH:4]=1.[CH2:12]([O:14][C:15](=[O:26])[CH2:16][NH:17][C:18](=[O:25])[CH2:19][CH2:20][CH2:21][CH2:22][CH2:23][NH2:24])[CH3:13]>>[CH2:12]([O:14][C:15](=[O:26])[CH2:16][NH:17][C:18](=[O:25])[CH2:19][CH2:20][CH2:21][CH2:22][CH2:23][NH:24][C:7](=[O:9])[C:6]1[CH:5]=[CH:4][C:3]([O:2][CH3:1])=[CH:11][CH:10]=1)[CH3:13]. Reported procedure: By working analogously to what described in example 2 and by using 4-methoxybenzoic acid (33 mmoles) and N-(6-aminohexanoyl)glycine ethyl ester (39.5 mmoles), prepared as described in example 3, N-[6-[(4-methoxybenzoyl)amino]hexanoyl]glycine ethyl ester was obtained as a crude product, used as such in the subsequent reactions. Starting materials: FC=1C=C(C=CC1)CN ((3-fluorophenyl)methanamine), OC=1C2=C(N=NN1)C(=CC=C2)C(=O)N (4-hydroxybenzo[d][1,2,3]-triazine-8-carboxamide). Product: FC=1C=C(CNC=2C3=C(N=NN2)C(=CC=C3)C(=O)N)C=CC1 (4-((3-fluorobenzyl)amino)benzo[d][1,2,3]triazine-8-carboxamide). RXN SMILES: [F:1][C:2]1[CH:3]=[C:4]([CH2:8][NH2:9])[CH:5]=[CH:6][CH:7]=1.O[C:11]1[C:12]2[CH:20]=[CH:19][CH:18]=[C:17]([C:21]([NH2:23])=[O:22])[C:13]=2[N:14]=[N:15][N:16]=1>>[F:1][C:2]1[CH:3]=[C:4]([CH:5]=[CH:6][CH:7]=1)[CH2:8][NH:9][C:11]1[C:12]2[CH:20]=[CH:19][CH:18]=[C:17]([C:21]([NH2:23])=[O:22])[C:13]=2[N:14]=[N:15][N:16]=1. Reported procedure: Compound 9 was prepared following general synthetic scheme 7 wherein (3-fluorophenyl)methanamine was reacted with 4-hydroxybenzo[d][1,2,3]-triazine-8-carboxamide to give the title compound. LC-MS [298 (M+1)], 1H NMR (400 MHz, DMSO-d6): 9.39 (s, 1H), 9.32 (s, 1H), 8.55-8.50 (m, 2H), 8.05 (s, 1H), 7.99 (t, 1H), 7.41-7.35 (m, 1H), 7.26-7.23 (m, 2H), 7.11-7.09 (m, 1H), 4.93 (d, 2H). The product is CC1CCC(C(=O)OCC(=O)c2ccc3c(c2)COc2cc4c(cc2-3)CCC(Br)C4=O)N1C(=O)OC(C)(C)C. Reactants: O=C(CBr)c1ccc2c(c1)COc1cc3c(cc1-2)CCC(Br)C3=O, CC1CCC(C(=O)O)N1C(=O)OC(C)(C)C, ClCCl, [K+], [K+], O=C([O-])[O-]. Reaction SMILES: [Br:1][CH:2]1[C:3](=[O:24])[c:4]2[c:5]([cH:6][c:7]3[c:12]([cH:13]2)[O:11][CH2:10][c:9]2[c:8]-3[cH:17][cH:16][c:15]([C:18]([CH2:19][Br:20])=[O:21])[cH:14]2)[CH2:22][CH2:23]1.[C:25]([CH3:26])([CH3:27])([CH3:28])[O:29][C:30](=[O:31])[N:32]1[CH:33]([C:38](=[O:39])[OH:40])[CH2:34][CH2:35][CH:36]1[CH3:37].[Cl:47][CH2:48][Cl:49].[K+:41].[K+:42].[O-:43][C:44]([O-:45])=[O:46]>>[Br:1][CH:2]1[C:3](=[O:24])[c:4]2[c:5]([cH:6][c:7]3[c:12]([cH:13]2)[O:11][CH2:10][c:9]2[c:8]-3[cH:17][cH:16][c:15]([C:18]([CH2:19][O:40][C:38]([CH:33]3[N:32]([C:30]([O:29][C:25]([CH3:26])([CH3:27])[CH3:28])=[O:31])[CH:36]([CH3:37])[CH2:35][CH2:34]3)=[O:39])=[O:21])[cH:14]2)[CH2:22][CH2:23]1. Starting materials: [BH3-]C#N, CO, Cl, [Na+], [Na+], [OH-], CC12CCC(O)CC1CCC1C2CCC2(C)C(C=NO)CCC12O. Yields the product CC12CCC(O)CC1CCC1C2CCC2(C)C(CNO)CCC12O. RXN SMILES: [C:26]([BH3-:27])#[N:28].[CH3:32][OH:33].[ClH:25].[Na+:29].[Na+:31].[OH-:30].[OH:1][N:2]=[CH:3][CH:4]1[C:5]2([CH3:6])[C:7]([OH:24])([CH2:8][CH2:9]1)[CH:10]1[CH2:11][CH2:12][CH:13]3[CH2:14][CH:15]([OH:23])[CH2:16][CH2:17][C:18]3([CH3:19])[CH:20]1[CH2:21][CH2:22]2>>[OH:1][NH:2][CH2:3][CH:4]1[C:5]2([CH3:6])[C:7]([OH:24])([CH2:8][CH2:9]1)[CH:10]1[CH2:11][CH2:12][CH:13]3[CH2:14][CH:15]([OH:23])[CH2:16][CH2:17][C:18]3([CH3:19])[CH:20]1[CH2:21][CH2:22]2. The reactants are C1(=CC=CC=C1)C=1C=C2C=CC(=CC2=CC1)OC (6-phenyl-2-methoxynaphthalene), CSSC (dimethyl disulfide). The product is CSC=1C(=CC2=CC=C(C=C2C1)C1=CC=CC=C1)OC (3-Methylthio-6-phenyl-2-methoxynaphthalene). As a reaction SMILES: [C:1]1([C:7]2[CH:8]=[C:9]3[C:14](=[CH:15][CH:16]=2)[CH:13]=[C:12]([O:17][CH3:18])[CH:11]=[CH:10]3)[CH:6]=[CH:5][CH:4]=[CH:3][CH:2]=1.[CH3:19][S:20]SC>>[CH3:19][S:20][C:11]1[C:12]([O:17][CH3:18])=[CH:13][C:14]2[C:9]([CH:10]=1)=[CH:8][C:7]([C:1]1[CH:2]=[CH:3][CH:4]=[CH:5][CH:6]=1)=[CH:16][CH:15]=2. Procedure details: 3-Methylthio-6-phenyl-2-methoxynaphthalene (compound (4)-31) was synthesized from 6-phenyl-2-methoxynaphthalene (compound (3)-31) and dimethyl disulfide by the same method as that in Example 14. Reactants: COC=1C=C(C=CC1OC)NC=1C2=C(N=C(N1)N1CC(CCC1)C(=O)O)SC=N2 (1-(7-(3,4-dimethoxyphenylamino)thiazolo[5,4-d]pyrimidin-5-yl)piperidine-3-carboxylic acid), NC1=CC(=C(C(=O)OC)C=C1)O (methyl 4-amino-2-hydroxybenzoate), CN1C=NC=C1 (1-methyl-1H-imidazole), CCN=C=NCCCN(C)C (EDCI). Run in ClCCl (dichloromethane), ClCCl (dichloromethane). Run at time 24 hour. Yields the product COC(C1=C(C=C(C=C1)NC(=O)C1CN(CCC1)C=1N=C(C2=C(N1)SC=N2)NC2=CC(=C(C=C2)OC)OC)O)=O (methyl4-(1-(7-(3,4-dimethoxyphenylamino)thiazolo[5,4-d]pyrimidin-5-yl)piperidine-3-carboxamido)-2-hydroxybenzoate). The yield is 102.5%. As a reaction SMILES: [CH3:1][O:2][C:3]1[CH:4]=[C:5]([NH:11][C:12]2[C:13]3[N:29]=[CH:28][S:27][C:14]=3[N:15]=[C:16]([N:18]3[CH2:23][CH2:22][CH2:21][CH:20]([C:24](O)=[O:25])[CH2:19]3)[N:17]=2)[CH:6]=[CH:7][C:8]=1[O:9][CH3:10].[NH2:30][C:31]1[CH:40]=[CH:39][C:34]([C:35]([O:37][CH3:38])=[O:36])=[C:33]([OH:41])[CH:32]=1.CN1C=CN=C1.CCN=C=NCCCN(C)C>ClCCl>[CH3:38][O:37][C:35](=[O:36])[C:34]1[CH:39]=[CH:40][C:31]([NH:30][C:24]([CH:20]2[CH2:21][CH2:22][CH2:23][N:18]([C:16]3[N:17]=[C:12]([NH:11][C:5]4[CH:6]=[CH:7][C:8]([O:9][CH3:10])=[C:3]([O:2][CH3:1])[CH:4]=4)[C:13]4[N:29]=[CH:28][S:27][C:14]=4[N:15]=3)[CH2:19]2)=[O:25])=[CH:32][C:33]=1[OH:41]. Reported procedure: To a solution of 1-(7-(3,4-dimethoxyphenylamino)thiazolo[5,4-d]pyrimidin-5-yl)piperidine-3-carboxylic acid (80 mg, 0.19 mmol) and methyl 4-amino-2-hydroxybenzoate (32 mg, 0.19 mmol) in dichloromethane (15 mL) were added the solution of 1-methyl-1H-imidazole (63 mg, 0.76 mmol) and EDCI (147 mg, 0.76 mmol) in dichloromethane (5 mL), the reaction mixture was stirred at room temperature for 24 hours, the solvent was removed in vacuo, methanol (5 mL) was added, the precipitate was collected by filtra...